Dataset: the Open Reaction Database (ORD), a public repository of structured organic reaction records. Task: describe an organic reaction: reactants, conditions, products, and yield Reactants: COC=1C=C2C(C=C(O2)C=2N=C3SC(=NN3C2)OC)=C(C1)O (6-methoxy-2-(2-methoxyimidazo[2,1-b][1,3,4]thiadiazol-6-yl)benzofuran-4-ol), BrCC=1N=C(SC1)COCCOC (4-(bromomethyl)-2-((2-methoxyethoxy)methyl)thiazole), C([O-])([O-])=O.[K+].[K+] (potassium carbonate). The solvent is ClCCl (dichloromethane), CN(C)C=O (DMF). Conditions: time 2.5 hour. The product is COC1=NN2C(S1)=NC(=C2)C=2OC1=C(C2)C(=CC(=C1)OC)OCC=1N=C(SC1)COCCOC (2-Methoxy-6-(6-methoxy-4-((2-((2-methoxyethoxy)methyl)thiazol-4-yl)methoxy)benzofuran-2-yl)imidazo[2,1-b][1,3,4]thiadiazole). Reaction SMILES: [CH3:1][O:2][C:3]1[CH:4]=[C:5]2[O:9][C:8]([C:10]3[N:11]=[C:12]4[N:16]([CH:17]=3)[N:15]=[C:14]([O:18][CH3:19])[S:13]4)=[CH:7][C:6]2=[C:20]([OH:22])[CH:21]=1.Br[CH2:24][C:25]1[N:26]=[C:27]([CH2:30][O:31][CH2:32][CH2:33][O:34][CH3:35])[S:28][CH:29]=1.C(=O)([O-])[O-].[K+].[K+]>CN(C=O)C.ClCCl>[CH3:19][O:18][C:14]1[S:13][C:12]2=[N:11][C:10]([C:8]3[O:9][C:5]4[CH:4]=[C:3]([O:2][CH3:1])[CH:21]=[C:20]([O:22][CH2:24][C:25]5[N:26]=[C:27]([CH2:30][O:31][CH2:32][CH2:33][O:34][CH3:35])[S:28][CH:29]=5)[C:6]=4[CH:7]=3)=[CH:17][N:16]2[N:15]=1 |f:2.3.4|. Procedure details: A suspension of 6-methoxy-2-(2-methoxyimidazo[2,1-b][1,3,4]thiadiazol-6-yl)benzofuran-4-ol (Example 1H, 0.10 g, 0.315 mmol) and 4-(bromomethyl)-2-((2-methoxyethoxy)methyl)thiazole (Example 6E, 0.10 g, 0.376 mmol) in DMF (5 mL) was purged under vacuum and nitrogen for 10 minutes. The mixture was then treated with potassium carbonate (0.10 g, 0.724 mmol) and the reaction was stirred at RT for 2.5 hours. The reaction was then diluted with dichloromethane, washed with water (1×), brine (1×), dried o...